This data is from the Open Reaction Database (ORD), a public repository of structured organic reaction records. The task is: describe an organic reaction: reactants, conditions, products, and yield Starting materials: ClC=1C(=C(C=C2C(C(=CN(C12)C1CC1)C(=O)O)=O)F)F (8-chloro-1-cyclopropyl-6,7-difluoro-1,4-dihydro-4-oxo-3-quinolinecarboxylic acid), NCC1CNCC1C (3-aminomethyl-4-methylpyrrolidine), C1CCC2=NCCCN2CC1 (1,8-diazabicyclo[5,4,0]-7-undecene). Solvent: C(C)#N (acetonitrile). Conditions: time 7 hour. Product: NCC1CN(CC1C)C1=C(C=C2C(C(=CN(C2=C1Cl)C1CC1)C(=O)O)=O)F (7-(3-Aminomethyl-4-methyl-1-pyrrolidinyl)-8-chloro-1-cyclopropyl-6-fluoro-1,4-dihydro-4-oxo-3-quinolinecarboxylic acid). Yield: 33.0%. As a reaction SMILES: [Cl:1][C:2]1[C:3](F)=[C:4]([F:19])[CH:5]=[C:6]2[C:11]=1[N:10]([CH:12]1[CH2:14][CH2:13]1)[CH:9]=[C:8]([C:15]([OH:17])=[O:16])[C:7]2=[O:18].[NH2:21][CH2:22][CH:23]1[CH:27]([CH3:28])[CH2:26][NH:25][CH2:24]1.C1CCN2C(=NCCC2)CC1>C(#N)C>[NH2:21][CH2:22][CH:23]1[CH:27]([CH3:28])[CH2:26][N:25]([C:3]2[C:2]([Cl:1])=[C:11]3[C:6]([C:7](=[O:18])[C:8]([C:15]([OH:17])=[O:16])=[CH:9][N:10]3[CH:12]3[CH2:14][CH2:13]3)=[CH:5][C:4]=2[F:19])[CH2:24]1. Procedure: A mixture of 8-chloro-1-cyclopropyl-6,7-difluoro-1,4-dihydro-4-oxo-3-quinolinecarboxylic acid (0.6 g), anhydrous acetonitrile (5 ml), 3-aminomethyl-4-methylpyrrolidine (0.27 g) and 1,8-diazabicyclo[5,4,0]-7-undecene (DBU; 0.3 g) was refluxed for an hour and then stirred at room temperature for 7 hours. The resulting precipitate was collected by filtration and recrystallized from chloroform-methanol-concentrated aqueous ammonia (10:10:1) to give the title compound (0.26 g) as colorless prisms, mp...